From a dataset of the Open Reaction Database (ORD), a public repository of structured organic reaction records. describe an organic reaction: reactants, conditions, products, and yield The reactants are COC1=CC=C(COC2=CC=C(C=C2)C([C@H](C)SC2=NC=CC=C2OCOC)O)C=C1 ((2S*)-1-{4-[(4-methoxybenzyl)oxy]phenyl}-2-([3-(methoxymethoxy)pyridin-2-yl]thio}propan-1-ol), C(O)([O-])=O.[Na+] (sodium hydrogencarbonate), C1(=CC=CC=C1)OC (anisole), FC(C(=O)O)(F)F (trifluoroacetic acid). Run at time 15 minute. Yields the product C[C@@H]1SC2=NC=CC=C2O[C@H]1C1=CC=C(C=C1)O (4-[(2S*,3S*)-3-methyl-2,3-dihydro[1,4]oxathiino[3,2-b]pyridin-2-yl]phenol). As a reaction SMILES: COC1C=CC(C[O:8][C:9]2[CH:14]=[CH:13][C:12]([CH:15]([OH:29])[C@@H:16]([S:18][C:19]3[C:24](OCOC)=[CH:23][CH:22]=[CH:21][N:20]=3)[CH3:17])=[CH:11][CH:10]=2)=CC=1.C1(OC)C=CC=CC=1.FC(F)(F)C(O)=O.C(=O)([O-])O.[Na+]>>[CH3:17][C@H:16]1[C@H:15]([C:12]2[CH:11]=[CH:10][C:9]([OH:8])=[CH:14][CH:13]=2)[O:29][C:24]2[C:19](=[N:20][CH:21]=[CH:22][CH:23]=2)[S:18]1 |f:3.4|. Reported procedure: The compound synthesized in the above (6) was mixed with anisole (8.52 mL, 78.8 mmol) and trifluoroacetic acid (20 mL, 0.26 mol) under cooling with ice, and stirred for 15 minutes under cooling with ice. Aqueous saturated sodium hydrogencarbonate solution was added, then the reaction solution was extracted with ethyl acetate. The organic layer was washed with aqueous saturated sodium hydrogencarbonate solution, water and saturated saline in that order, and dried with magnesium sulfate. The solve... The reactants are diethylacetal, C(C(C)C)=O (iso-butyraldehyde), C(C)(=O)Cl (acetyl chloride), N1N=CN=C1 (1,2,4-triazole). The reagents and catalysts are [Cu] (copper bronze). Solvent: C(C)#N (acetonitrile). Product: N1(N=CN=C1)C(C(C)C)OCC (Ethyl 1-(1,2,4-triazol-1-yl)-iso-butyl ether). RXN SMILES: [CH:1](=[O:5])[CH:2]([CH3:4])[CH3:3].[C:6](Cl)(=O)[CH3:7].[NH:10]1[CH:14]=[N:13][CH:12]=[N:11]1>C(#N)C.[Cu]>[N:10]1([CH:1]([O:5][CH2:6][CH3:7])[CH:2]([CH3:4])[CH3:3])[CH:14]=[N:13][CH:12]=[N:11]1. Reported procedure: The diethylacetal of iso-butyraldehyde (2.8 g) was reacted with acetyl chloride (2.7 g) in the presence of copper bronze; the product was reacted with 1,2,4-triazole (3.0 g) in acetonitrile (50 ml) to give the title compound as a viscous oil which GLC showed to be slightly impure. Starting materials: BrC(C1=CC=C(C(=O)OC)C=C1)C1=CC(=CC=C1)C#N (methyl 4-[bromo(3-cyanophenyl)methyl]benzoate), FC=1C=C(C=C(C1)F)[C@@H](C(C)(C)F)C1CNC1 (3-[(1S)-1-(3,5-difluorophenyl)-2-fluoro-2-methylpropyl]azetidine). Product: C(#N)C=1C=C(C=CC1)[C@H](C1=CC=C(C(=O)OC)C=C1)N1CC(C1)[C@H](C(C)(C)F)C1=CC(=CC(=C1)F)F (Methyl 4-((S)-(3-cyanophenyl){3-[(1S)-1-(3,5-difluorophenyl)-2-fluoro-2-methylpropyl]azetidin-1-yl}methyl)benzoate). As a reaction SMILES: Br[CH:2]([C:13]1[CH:18]=[CH:17][CH:16]=[C:15]([C:19]#[N:20])[CH:14]=1)[C:3]1[CH:12]=[CH:11][C:6]([C:7]([O:9][CH3:10])=[O:8])=[CH:5][CH:4]=1.[F:21][C:22]1[CH:23]=[C:24]([C@H:29]([CH:34]2[CH2:37][NH:36][CH2:35]2)[C:30]([F:33])([CH3:32])[CH3:31])[CH:25]=[C:26]([F:28])[CH:27]=1>>[C:19]([C:15]1[CH:14]=[C:13]([C@@H:2]([N:36]2[CH2:37][CH:34]([C@@H:29]([C:24]3[CH:23]=[C:22]([F:21])[CH:27]=[C:26]([F:28])[CH:25]=3)[C:30]([F:33])([CH3:31])[CH3:32])[CH2:35]2)[C:3]2[CH:12]=[CH:11][C:6]([C:7]([O:9][CH3:10])=[O:8])=[CH:5][CH:4]=2)[CH:18]=[CH:17][CH:16]=1)#[N:20]. Reported procedure: The title compound was prepared methyl 4-[bromo(3-cyanophenyl)methyl]benzoate and 3-[(1S)-1-(3,5-difluorophenyl)-2-fluoro-2-methylpropyl]azetidine (Step 1, Preparation 15) by the procedure described in Step 2 of Preparation 15. The product was purified by chromatography on an AD column using 30% isopropanol-heptane to afford the title compound; 1H-NMR(CDCl3) δ 1.25 (t, J=22 Hz, 6H), 2.33 (t, J=6.5 Hz, 1H), 2.83-2.89 (m, 2H), 3.05-3.22 (m, 2H), 3.65 (m, 1H), 3.92 (s, 3H), 4.34 (s, 1H), 6.68-6.71 ... Solvent: C(C)(=O)OCC (ethyl acetate). Procedure details: Potassium carbonate (36.0 g, 260.5 mmol) and cyclopropylmethyl bromide (20.2 g, 143.3 mmol) were added to an N,N-dimethylformamide suspension (400 ml) of 2-chloro-6-morpholin-4-yl-9H-purine (32.4 g; purity, approx. 96%; 130.2 mmol) at room temperature and the resulting mixture was stirred at 80° C. for 3 hours in a nitrogen atmosphere. The reaction mixture was left standing to cool, then poured into ethyl acetate, washed with saturated aqueous sodium hydrogen carbonate solution, and dried over a... Yield: 70.3%. Conditions: temperature 80 celsius, time 3 hour. RXN SMILES: C(=O)([O-])[O-].[K+].[K+].[CH:7]1([CH2:10]Br)[CH2:9][CH2:8]1.CN(C)C=O.[Cl:17][C:18]1[N:26]=[C:25]2[C:21]([N:22]=[CH:23][NH:24]2)=[C:20]([N:27]2[CH2:32][CH2:31][O:30][CH2:29][CH2:28]2)[N:19]=1>C(OCC)(=O)C>[Cl:17][C:18]1[N:26]=[C:25]2[C:21]([N:22]=[CH:23][N:24]2[CH2:10][CH:7]2[CH2:9][CH2:8]2)=[C:20]([N:27]2[CH2:28][CH2:29][O:30][CH2:31][CH2:32]2)[N:19]=1 |f:0.1.2|. Product: ClC1=NC(=C2N=CN(C2=N1)CC1CC1)N1CCOCC1 (2-Chloro-9-(cyclopropylmethyl)-6-morpholin-4-yl-9H-purine). Reactants: C([O-])([O-])=O.[K+].[K+] (Potassium carbonate), C1(CC1)CBr (cyclopropylmethyl bromide), CN(C=O)C (N,N-dimethylformamide), ClC1=NC(=C2N=CNC2=N1)N1CCOCC1 (2-chloro-6-morpholin-4-yl-9H-purine). Starting materials: COc1ccc2c(c1)CCNC2Cc1ccc(OCc2ccccc2)cc1, CS(C)=O, O=[N+]([O-])c1ccc(F)cc1, [K+], [K+], O=C([O-])[O-], O. Product: COc1ccc2c(c1)CCN(c1ccc([N+](=O)[O-])cc1)C2Cc1ccc(OCc2ccccc2)cc1. RXN SMILES: [CH3:1][O:2][c:3]1[cH:4][c:5]2[c:10]([cH:11][cH:12]1)[CH:9]([CH2:13][c:14]1[cH:15][cH:16][c:17]([O:20][CH2:21][c:22]3[cH:23][cH:24][cH:25][cH:26][cH:27]3)[cH:18][cH:19]1)[NH:8][CH2:7][CH2:6]2.[CH3:45][S:46]([CH3:47])=[O:48].[F:28][c:29]1[cH:30][cH:31][c:32]([N+:35](=[O:36])[O-:37])[cH:33][cH:34]1.[K+:38].[K+:39].[O-:40][C:41]([O-:42])=[O:43].[OH2:44]>>[CH3:1][O:2][c:3]1[cH:4][c:5]2[c:10]([cH:11][cH:12]1)[CH:9]([CH2:13][c:14]1[cH:15][cH:16][c:17]([O:20][CH2:21][c:22]3[cH:23][cH:24][cH:25][cH:26][cH:27]3)[cH:18][cH:19]1)[N:8]([c:29]1[cH:30][cH:31][c:32]([N+:35](=[O:36])[O-:37])[cH:33][cH:34]1)[CH2:7][CH2:6]2.